This data is from the Open Reaction Database (ORD), a public repository of structured organic reaction records. The task is: describe an organic reaction: reactants, conditions, products, and yield Starting materials: Cl.Cl.C(C)(C)(C)NCCN (N-tert-butylethane-1,2-diamine dihydrochloride), CN1CCOCC1 (4-methylmorpholine), Cl.Cl.C(C)(C)(C)NCCN (N-tert-butylethane-1,2-diamine dihydrochloride), FC1=C(COC=2C=3N(C=C(C2)C)C(=C(N3)C)C(=O)O)C(=CC=C1)F (8-[(2,6-difluorobenzyl)oxy]-2,6-dimethylimidazo[1,2-a]pyridine-3-carboxylic acid), CN(C)C(=[N+](C)C)ON1C2=C(C=CC=C2)N=N1.[B-](F)(F)(F)F (TBTU), CN1CCOCC1 (4-methylmorpholine). Reagents/catalysts: O.C(=O)(C(F)(F)F)O (water TFA). Run in CN(C)C=O (DMF). Conditions: time 8 hour. The product is C(C)(C)(C)NCCNC(=O)C1=C(N=C2N1C=C(C=C2OCC2=C(C=CC=C2F)F)C)C (N-[2-(tert-Butylamino)ethyl]-8-[(2,6-difluorobenzyl)oxy]-2,6-dimethylimidazo[1,2-a]pyridine-3-carboxamide). RXN SMILES: [F:1][C:2]1[CH:23]=[CH:22][CH:21]=[C:20]([F:24])[C:3]=1[CH2:4][O:5][C:6]1[C:7]2[N:8]([C:13]([C:17](O)=[O:18])=[C:14]([CH3:16])[N:15]=2)[CH:9]=[C:10]([CH3:12])[CH:11]=1.CN(C(ON1N=NC2C=CC=CC1=2)=[N+](C)C)C.[B-](F)(F)(F)F.CN1CCOCC1.Cl.Cl.[C:56]([NH:60][CH2:61][CH2:62][NH2:63])([CH3:59])([CH3:58])[CH3:57]>CN(C=O)C.O.C(O)(C(F)(F)F)=O>[C:56]([NH:60][CH2:61][CH2:62][NH:63][C:17]([C:13]1[N:8]2[CH:9]=[C:10]([CH3:12])[CH:11]=[C:6]([O:5][CH2:4][C:3]3[C:20]([F:24])=[CH:21][CH:22]=[CH:23][C:2]=3[F:1])[C:7]2=[N:15][C:14]=1[CH3:16])=[O:18])([CH3:59])([CH3:58])[CH3:57] |f:1.2,4.5.6,8.9|. Procedure details: 70 mg (0.21 mmol) of 8-[(2,6-difluorobenzyl)oxy]-2,6-dimethylimidazo[1,2-a]pyridine-3-carboxylic acid Example 21A, 71 mg (0.22 mmol) of TBTU and 128 mg (1.26 mmol) of 4-methylmorpholine were initially charged in DMF (0.74 ml), 44 mg (0.23 mmol) of N-tert-butylethane-1,2-diamine dihydrochloride were added and the reaction mixture was stirred at RT overnight. Another 22 mg (0.12 mmol) of N-tert-butylethane-1,2-diamine dihydrochloride and 21 mg (0.21 mmol) of 4-methylmorpholine were added, and the ... Starting materials: C(C)(C)(C)O[C@H](C(=O)OCC)C1=C(C2=C(N=C(S2)C2=CC(=NC=C2)N2CC=3N(CC2)C(=NN3)C(F)(F)F)C=C1C)C1=CC=C(C=C1)Cl ((S)-ethyl 2-tert-butoxy-2-(7-(4-chlorophenyl)-5-methyl-2-(2-(3-(trifluoromethyl)-5,6-dihydro-[1,2,4]triazolo[4,3-a]pyrazin-7(8H)-yl)pyridin-4-yl)benzo[d]thiazol-6-yl)acetate), [OH-].[Na+] (sodium hydroxide), CN(C)C=O (DMF). The reagents and catalysts are C(C)(=O)O (Acetic acid). Run in CO (methanol), C1CCOC1 (THF). Product: C(C)(C)(C)O[C@H](C(=O)O)C1=C(C2=C(N=C(S2)C2=CC(=NC=C2)N2CC=3N(CC2)C(=NN3)C(F)(F)F)C=C1C)C1=CC=C(C=C1)Cl ((S)-2-tert-butoxy-2-(7-(4-chlorophenyl)-5-methyl-2-(2-(3-(trifluoromethyl)-5,6-dihydro-[1,2,4]triazolo[4,3-a]pyrazin-7(8H)-yl)pyridin-4-yl)benzo[d]thiazol-6-yl)acetic acid). Reaction SMILES: [C:1]([O:5][C@@H:6]([C:12]1[C:39]([CH3:40])=[CH:38][C:15]2[N:16]=[C:17]([C:19]3[CH:24]=[CH:23][N:22]=[C:21]([N:25]4[CH2:30][CH2:29][N:28]5[C:31]([C:34]([F:37])([F:36])[F:35])=[N:32][N:33]=[C:27]5[CH2:26]4)[CH:20]=3)[S:18][C:14]=2[C:13]=1[C:41]1[CH:46]=[CH:45][C:44]([Cl:47])=[CH:43][CH:42]=1)[C:7]([O:9]CC)=[O:8])([CH3:4])([CH3:3])[CH3:2].[OH-].[Na+].CN(C=O)C>CO.C1COCC1.C(O)(=O)C>[C:1]([O:5][C@@H:6]([C:12]1[C:39]([CH3:40])=[CH:38][C:15]2[N:16]=[C:17]([C:19]3[CH:24]=[CH:23][N:22]=[C:21]([N:25]4[CH2:30][CH2:29][N:28]5[C:31]([C:34]([F:37])([F:35])[F:36])=[N:32][N:33]=[C:27]5[CH2:26]4)[CH:20]=3)[S:18][C:14]=2[C:13]=1[C:41]1[CH:46]=[CH:45][C:44]([Cl:47])=[CH:43][CH:42]=1)[C:7]([OH:9])=[O:8])([CH3:4])([CH3:2])[CH3:3] |f:1.2|. Procedure details: A solution of (S)-ethyl 2-tert-butoxy-2-(7-(4-chlorophenyl)-5-methyl-2-(2-(3-(trifluoromethyl)-5,6-dihydro-[1,2,4]triazolo[4,3-a]pyrazin-7(8H)-yl)pyridin-4-yl)benzo[d]thiazol-6-yl)acetate (35 mg, 0.052 mmol) and 5M sodium hydroxide (0.21 mL, 1.04 mmol) in methanol (0.3 mL) and THF (1.0 mL) was heated 45° C. for 2 h. Acetic acid (1 drop) and DMF (0.3 mL) were added and mixture concentrated to ˜0.3 mL, diluted with methanol, filtered and purified by Gilson HPLC (Gemini, 5 to 100% ACN/H2O+0.1% TFA)...